Dataset: the Open Reaction Database (ORD), a public repository of structured organic reaction records. Task: describe an organic reaction: reactants, conditions, products, and yield Reactants: BrC1=CC=C(C=C1)C(C#N)C (2-(4-bromo-phenyl)-propionitrile), C=O (paraformaldehyde). Solvent: CO (methanol), O (water), N1=CC=CC=C1 (pyridine). Run at time 16 hour. Yields the product BrC1=CC=C(C=C1)C(C#N)(CO)C (2-(4-bromo-phenyl)-3-hydroxy-2-methyl-propionitrile). Isolated yield 83.9%. RXN SMILES: [Br:1][C:2]1[CH:7]=[CH:6][C:5]([CH:8]([CH3:11])[C:9]#[N:10])=[CH:4][CH:3]=1.[CH2:12]=[O:13]>N1C=CC=CC=1.CO.O>[Br:1][C:2]1[CH:3]=[CH:4][C:5]([C:8]([CH3:11])([CH2:12][OH:13])[C:9]#[N:10])=[CH:6][CH:7]=1. Reported procedure: To a stirred solution of 2-(4-bromo-phenyl)-propionitrile (27 g, 128.5 mmol) in pyridine (225 mL) was added paraformaldehyde (15.7 g, 514.3 mmol) and a 40% Triton-B solution (in methanol) (14.4 mL). Then the reaction mixture stirred at room temperature for 16 h. At this time, the reaction mixture was diluted with water (10 mL) and extracted with ethyl acetate (300 mL). The organic layer was washed with a 2N aqueous hydrochloric acid solution (2×200 mL), water (2×100 mL), sodium bicarbonate (2×50...